Dataset: the Open Reaction Database (ORD), a public repository of structured organic reaction records. Task: describe an organic reaction: reactants, conditions, products, and yield The reactants are CCOC(CNc1ccccc1F)OCC, CI, [H-], [Na+], CN(C)C=O. Product: CCOC(CN(C)c1ccccc1F)OCC. RXN SMILES: [CH2:1]([CH3:2])[O:3][CH:4]([CH2:5][NH:6][c:7]1[c:8]([F:13])[cH:9][cH:10][cH:11][cH:12]1)[O:14][CH2:15][CH3:16].[CH3:19][I:20].[H-:18].[Na+:17].[O:21]=[CH:22][N:23]([CH3:24])[CH3:25]>>[CH2:1]([CH3:2])[O:3][CH:4]([CH2:5][N:6]([c:7]1[c:8]([F:13])[cH:9][cH:10][cH:11][cH:12]1)[CH3:19])[O:14][CH2:15][CH3:16]. Starting materials: ClC=1C=C(C(C(=O)O)=CC1)N (4-chloroanthranilic acid), C1(CCCCC1)=O (cyclohexanone), P(=O)(Cl)(Cl)Cl (phosphorus oxychloride). Product: ClC=1C=C2N=C3CCCCC3=C(C2=CC1)Cl (6,9-Dichloro- 1,2,3,4-tetrahydroacridine). The yield is 99.0%. RXN SMILES: [Cl:1][C:2]1[CH:3]=[C:4]([NH2:11])[C:5](=[CH:9][CH:10]=1)[C:6](O)=O.[C:12]1(=O)[CH2:17][CH2:16][CH2:15][CH2:14][CH2:13]1.P(Cl)(Cl)([Cl:21])=O>>[Cl:1][C:2]1[CH:3]=[C:4]2[C:5](=[CH:9][CH:10]=1)[C:6]([Cl:21])=[C:17]1[C:12]([CH2:13][CH2:14][CH2:15][CH2:16]1)=[N:11]2. Procedure details: To a mixture of 4-chloroanthranilic acid (8.58 g, 50.0 mmol) and cyclohexanone (5.18 mL, 50.0 mmol) was added carefully with 20 mL of phosphorus oxychloride at ice bath. The resulting mixture was heated under reflux for 2 hours. The mixture was cooled at room temperature and concentrated and then diluted with CHCl3. The resulting mixture was poured into a mixture of crashed ice and aqueous K2CO3 solution. The organic layer was washed with saturated brine, dried over anhydrous K2CO3 and concentra...